describe an organic reaction: reactants, conditions, products, and yield From a dataset of the Open Reaction Database (ORD), a public repository of structured organic reaction records. Starting materials: CC1(C2=C(NC(O1)=O)C=CC(=C2)C=2C=C(C#N)C=C(C2)F)C (3-(4,4-dimethyl-2-oxo-1,4-dihydro-2H-benzo[d][1,3]oxazin-6-yl)-5-fluorobenzonitrile), [H-].[Na+] (sodium hydride), ClCOC (chloromethyl methylether). Solvent: CN(C)C=O (DMF). Conditions: time 30 minute. Product: FC=1C=C(C#N)C=C(C1)C1=CC2=C(N(C(OC2(C)C)=O)COC)C=C1 (3-fluoro-5-(1-methoxymethyl-4,4-dimethyl-2-oxo-1,4-dihydro-2H-benzo[d][1,3]oxazin-6-yl)-benzonitrile). Yield: 63.4%. As a reaction SMILES: [CH3:1][C:2]1([CH3:22])[O:7][C:6](=[O:8])[NH:5][C:4]2[CH:9]=[CH:10][C:11]([C:13]3[CH:14]=[C:15]([CH:18]=[C:19]([F:21])[CH:20]=3)[C:16]#[N:17])=[CH:12][C:3]1=2.[H-].[Na+].Cl[CH2:26][O:27][CH3:28]>CN(C=O)C>[F:21][C:19]1[CH:18]=[C:15]([CH:14]=[C:13]([C:11]2[CH:10]=[CH:9][C:4]3[N:5]([CH2:26][O:27][CH3:28])[C:6](=[O:8])[O:7][C:2]([CH3:22])([CH3:1])[C:3]=3[CH:12]=2)[CH:20]=1)[C:16]#[N:17] |f:1.2|. Procedure: A solution of 3-(4,4-dimethyl-2-oxo-1,4-dihydro-2H-benzo[d][1,3]oxazin-6-yl)-5-fluorobenzonitrile (0.150 g, 0.51 mmol) in DMF (5 mL) was treated at rt with sodium hydride (0.061 g, 1.53 mmol). The mixture was stirred for 30 minutes and treated with chloromethyl methylether (0.062 g, 7.7 mmol). Upon completion of the reaction, the reaction mixture was quenched with water (25 mL) and extracted with ethyl acetate (3×30 mL), dried over MgSO4, and concentrated. The residue was purified via chromatogr... Reactants: CC=1C(=NC=C(C1)C)C=O (3,5-dimethyl-pyridine-2-carbaldehyde), C(C)(C)(C)OC(N(C)CCCCN)=O ((4-amino-butyl)-methyl-carbamic acid tert-butyl ester). Yields the product C(C)(C)(C)OC(N(C)CCCCNCC1=NC=C(C=C1C)C)=O ({4-[(3,5-Dimethyl-pyridin-2-ylmethyl)-amino]-butyl}-methyl-carbamic acid tert-butyl ester). RXN SMILES: [CH3:1][C:2]1[C:3]([CH:9]=O)=[N:4][CH:5]=[C:6]([CH3:8])[CH:7]=1.[C:11]([O:15][C:16](=[O:24])[N:17]([CH2:19][CH2:20][CH2:21][CH2:22][NH2:23])[CH3:18])([CH3:14])([CH3:13])[CH3:12]>>[C:11]([O:15][C:16](=[O:24])[N:17]([CH2:19][CH2:20][CH2:21][CH2:22][NH:23][CH2:9][C:3]1[C:2]([CH3:1])=[CH:7][C:6]([CH3:8])=[CH:5][N:4]=1)[CH3:18])([CH3:14])([CH3:12])[CH3:13]. Procedure: Yellow oil prepared from 3,5-dimethyl-pyridine-2-carbaldehyde and (4-amino-butyl)-methyl-carbamic acid tert-butyl ester. 1H NMR (CDCl3) δ 1.44 (s, 9H), 1.53-1.57 (m, 4H), 2.27 (s, 6H), 2.69-2.73 (m, 2H), 2.82 (s, 3H), 3.18-3.23 (m, 2H), 3.83 (s, 2H), 7.24 (s, 1H), 8.20 (s, 1H). Reactants: [Al+3], CC(=O)Nc1ccc(C(=O)CCC(=O)O)cc1, [Cl-], [Cl-], [Cl-], CC(Cl)Cl, Cl. Yields the product CC(=O)Nc1ccc(C(=O)CCC(=O)O)cc1Cl. Reaction SMILES: [Al+3:23].[C:1]([CH3:2])(=[O:3])[NH:4][c:5]1[cH:6][cH:7][c:8]([C:11]([CH2:12][CH2:13][C:14](=[O:15])[OH:16])=[O:17])[cH:9][cH:10]1.[Cl-:22].[Cl-:24].[Cl-:25].[Cl:18][CH:19]([Cl:20])[CH3:21].[Cl:26]>>[C:1]([CH3:2])(=[O:3])[NH:4][c:5]1[cH:6][cH:7][c:8]([C:11]([CH2:12][CH2:13][C:14](=[O:15])[OH:16])=[O:17])[cH:9][c:10]1[Cl:18]. Reactants: ClC1=CC(=NC2=CC=CC=C12)C1=CC=C(C=C1)C(F)(F)F (4-chloro-2-(4-trifluoromethyl-phenyl)-quinoline), NCC(CO)O ((RS)-3-amino-1,2-propandiol). Product: Cl.FC(C1=CC=C(C=C1)C1=NC2=CC=CC=C2C(=C1)NCC(CO)O)(F)F ((RS)-3-[2-(4-Trifluoromethyl-phenyl)-quinolin-4-ylamino]-propane-1,2-diol hydrochloride). Reaction SMILES: [Cl:1][C:2]1[C:11]2[C:6](=[CH:7][CH:8]=[CH:9][CH:10]=2)[N:5]=[C:4]([C:12]2[CH:17]=[CH:16][C:15]([C:18]([F:21])([F:20])[F:19])=[CH:14][CH:13]=2)[CH:3]=1.[NH2:22][CH2:23][CH:24]([OH:27])[CH2:25][OH:26]>>[ClH:1].[F:19][C:18]([F:21])([F:20])[C:15]1[CH:16]=[CH:17][C:12]([C:4]2[CH:3]=[C:2]([NH:22][CH2:23][CH:24]([OH:27])[CH2:25][OH:26])[C:11]3[C:6](=[CH:7][CH:8]=[CH:9][CH:10]=3)[N:5]=2)=[CH:13][CH:14]=1 |f:2.3|. Procedure details: The title compound, m.p. 243-247° C., and MS: m/e=362 (M+), was prepared from 4-chloro-2-(4-trifluoromethyl-phenyl)-quinoline and (RS)-3-amino-1,2-propandiol. The reactants are FC=1C=C(C=CC1F)C1=CC=C(CO)C=C1 (4-(3,4-difluorophenyl)benzyl alcohol), C1(=CC=CC=C1)P(C1=CC=CC=C1)C1=CC=CC=C1 (triphenylphosphine), C(Br)(Br)(Br)Br (carbon tetrabromide). Solvent: ClCCl (dichloromethane), ClCCl (dichloromethane). Reaction conditions: temperature 0 celsius. Yields the product FC=1C=C(C=CC1F)C1=CC=C(CBr)C=C1 (4-(3,4-difluorophenyl)benzyl bromide). Reaction SMILES: [F:1][C:2]1[CH:3]=[C:4]([C:9]2[CH:16]=[CH:15][C:12]([CH2:13]O)=[CH:11][CH:10]=2)[CH:5]=[CH:6][C:7]=1[F:8].C1(P(C2C=CC=CC=2)C2C=CC=CC=2)C=CC=CC=1.C(Br)(Br)(Br)[Br:37]>ClCCl>[F:1][C:2]1[CH:3]=[C:4]([C:9]2[CH:16]=[CH:15][C:12]([CH2:13][Br:37])=[CH:11][CH:10]=2)[CH:5]=[CH:6][C:7]=1[F:8]. Procedure details: Next, to a solution comprising 25 g of the previously obtained 4-(3,4-difluorophenyl)benzyl alcohol, 40 g of triphenylphosphine and 80 ml of dichloromethane was added dropwise a solution comprising 64 g of carbon tetrabromide and 35 ml of dichloromethane under stirring at 0° C. After completion of the dropwise addition, the mixture was stirred at the same conditions for one hour, and then raised to room temperature and stirred for one hour to react the materials. After completion of the reaction... Starting materials: [Br-], O=C1CCn2c1cc1ccccc12, C1CCOC1, C[Mg+], Cc1ccccc1, Cc1ccccc1. Product: CC1(O)CCn2c1cc1ccccc12. RXN SMILES: [Br-:14].[C:1]1(=[O:13])[CH2:2][CH2:3][n:4]2[c:5]1[cH:6][c:7]1[cH:8][cH:9][cH:10][cH:11][c:12]21.[CH2:24]1[O:25][CH2:26][CH2:27][CH2:28]1.[CH3:15][Mg+:16].[CH3:17][c:18]1[cH:19][cH:20][cH:21][cH:22][cH:23]1.[CH3:29][c:30]1[cH:31][cH:32][cH:33][cH:34][cH:35]1>>[C:1]1([OH:13])([CH3:17])[CH2:2][CH2:3][n:4]2[c:5]1[cH:6][c:7]1[cH:8][cH:9][cH:10][cH:11][c:12]21. Reactants: O=C([O-])O, [Li]CCCC, Brc1ccc(OCc2ccccc2)nc1, CN(C)C=O, [Na+], C1CCOC1. The product is O=Cc1ccc(OCc2ccccc2)nc1. Reaction SMILES: [C:26](=[O:27])([OH:28])[O-:29].[CH2:16]([Li:17])[CH2:18][CH2:19][CH3:20].[CH2:1]([c:2]1[cH:3][cH:4][cH:5][cH:6][cH:7]1)[O:8][c:9]1[n:10][cH:11][c:12]([Br:15])[cH:13][cH:14]1.[CH3:21][N:22]([CH:23]=[O:24])[CH3:25].[Na+:30].[O:31]1[CH2:32][CH2:33][CH2:34][CH2:35]1>>[CH2:1]([c:2]1[cH:3][cH:4][cH:5][cH:6][cH:7]1)[O:8][c:9]1[n:10][cH:11][c:12]([CH:23]=[O:24])[cH:13][cH:14]1. Starting materials: CCCCc1cc(NC(=O)c2cc(OC)c(OC)c(OC)c2)n2nc(C)cc2n1, ClC(Cl)Cl, O=C1CCC(=O)N1Cl, O. Product: CCCCc1cc(NC(=O)c2cc(OC)c(OC)c(OC)c2)n2nc(C)c(Cl)c2n1. As a reaction SMILES: [CH2:1]([CH2:2][CH2:3][CH3:4])[c:5]1[n:6][c:7]2[n:8]([c:9]([NH:11][C:12]([c:13]3[cH:14][c:15]([O:23][CH3:24])[c:16]([O:21][CH3:22])[c:17]([O:19][CH3:20])[cH:18]3)=[O:25])[cH:10]1)[n:26][c:27]([CH3:29])[cH:28]2.[CH:39]([Cl:40])([Cl:41])[Cl:42].[Cl:30][N:31]1[C:32](=[O:33])[CH2:34][CH2:35][C:36]1=[O:37].[OH2:38]>>[CH2:1]([CH2:2][CH2:3][CH3:4])[c:5]1[n:6][c:7]2[n:8]([c:9]([NH:11][C:12]([c:13]3[cH:14][c:15]([O:23][CH3:24])[c:16]([O:21][CH3:22])[c:17]([O:19][CH3:20])[cH:18]3)=[O:25])[cH:10]1)[n:26][c:27]([CH3:29])[c:28]2[Cl:30]. Reactants: N1(C=NC=C1)CC1=CC=C2N=C(C(NC2=C1)=O)C (7-(1H-imidazol-1-ylmethyl)-3-methyl-2(1H)-quinoxalinone), P(=O)(Cl)(Cl)Cl (phosphoryl chloride). Conditions: time 2 hour. Product: ClC=1C(=NC2=CC=C(C=C2N1)CN1C=NC=C1)C (3-chloro-6-(1H-imidazol-1-ylmethyl)-2-methylquinoxaline). Isolated yield 59.4%. As a reaction SMILES: [N:1]1([CH2:6][C:7]2[CH:16]=[C:15]3[C:10]([N:11]=[C:12]([CH3:18])[C:13](=O)[NH:14]3)=[CH:9][CH:8]=2)[CH:5]=[CH:4][N:3]=[CH:2]1.P(Cl)(Cl)([Cl:21])=O>>[Cl:21][C:13]1[C:12]([CH3:18])=[N:11][C:10]2[C:15]([N:14]=1)=[CH:16][C:7]([CH2:6][N:1]1[CH:5]=[CH:4][N:3]=[CH:2]1)=[CH:8][CH:9]=2. Procedure details: A mixture of 6 parts of 7-(1H-imidazol-1-ylmethyl)-3-methyl-2(1H)-quinoxalinone and 40 parts of phosphoryl chloride was stirred for 2 hours at reflux temperature. The reaction mixture was evaporated to dry. The residue was taken up in 300 parts of ice water and the whole was neutralized with potassium carbonate. The product was extracted three times with 65 parts of dichloromethane. The combined extracts were dried, filtered and evaporated. The residue was purified by column chromatography over ...